Dataset: the Open Reaction Database (ORD), a public repository of structured organic reaction records. Task: describe an organic reaction: reactants, conditions, products, and yield Starting materials: NC1=NC=CC=C1OCC1=CC=CC=C1 (2-amino-3-benzyloxypyridine), [N+](#[C-])CC(=O)OC (methyl isocyanoacetate), COC=1C=C(C=O)C=C(C1)OC (3,5-dimethoxybenzaldehyde). The solvent is Cl(=O)(=O)(=O)O (perchloric acid). Yields the product COC(CNC1=C(N=C2N1C=CC=C2OCC2=CC=CC=C2)C2=CC(=CC(=C2)OC)OC)=O ([8-benzyloxy-2-(3,5-dimethoxyphenyl)-imidazo[1,2-a]pyridin-3-ylamino]-acetic acid methyl ester). As a reaction SMILES: [NH2:1][C:2]1[C:7]([O:8][CH2:9][C:10]2[CH:15]=[CH:14][CH:13]=[CH:12][CH:11]=2)=[CH:6][CH:5]=[CH:4][N:3]=1.[N+:16]([CH2:18][C:19]([O:21][CH3:22])=[O:20])#[C-:17].[CH3:23][O:24][C:25]1[CH:26]=[C:27]([CH:30]=[C:31]([O:33][CH3:34])[CH:32]=1)[CH:28]=O>Cl(O)(=O)(=O)=O>[CH3:22][O:21][C:19](=[O:20])[CH2:18][NH:16][C:17]1[N:3]2[CH:4]=[CH:5][CH:6]=[C:7]([O:8][CH2:9][C:10]3[CH:11]=[CH:12][CH:13]=[CH:14][CH:15]=3)[C:2]2=[N:1][C:28]=1[C:27]1[CH:30]=[C:31]([O:33][CH3:34])[CH:32]=[C:25]([O:24][CH3:23])[CH:26]=1. Procedure details: Compound (9) was prepared according to the general synthesis instructions from 1.0 ml of 2-amino-3-benzyloxypyridine solution (0.1 M, DCM), 0.575 ml of methyl isocyanoacetate solution (0.2 M, DCM), 0.500 ml of 3,5-dimethoxybenzaldehyde solution (0.3 M, DCM), and 10 μl of perchloric acid (w=20%). Starting materials: C1(CC1)C=1N=C2C(=NC1)N(C=C2C(=O)O)COCC[Si](C)(C)C (2-cyclopropyl-5-(2-trimethylsilanyl-ethoxymethyl)-5H-pyrrolo[2,3-b]pyrazine-7-carboxylic acid), C=1C=CC2=C(C1)N=NN2O (HOBt), CCN(C(C)C)C(C)C (i-Pr2NEt), COC(=O)C1(CN(CC1)C(=O)OC(C)(C)C)N (3-amino-pyrrolidine-1,3-dicarboxylic acid 1-tert-butyl ester 3-methyl ester), C(CCl)Cl (EDC). The solvent is CN(C)C=O (DMF). Conditions: time 8 hour. The product is COC(=O)C1(CN(CC1)C(=O)OC(C)(C)C)NC(=O)C1=CN(C2=NC=C(N=C21)C2CC2)COCC[Si](C)(C)C (3-{[2-Cyclopropyl-5-(2-trimethylsilanyl-ethoxymethyl)-5H-pyrrolo[2,3-b]pyrazine-7-carbonyl]-amino}-pyrrolidine-1,3-dicarboxylic acid 1-tert-butyl ester 3-methyl ester). The yield is 91.3%. RXN SMILES: [CH:1]1([C:4]2[N:5]=[C:6]3[C:12]([C:13](O)=[O:14])=[CH:11][N:10]([CH2:16][O:17][CH2:18][CH2:19][Si:20]([CH3:23])([CH3:22])[CH3:21])[C:7]3=[N:8][CH:9]=2)[CH2:3][CH2:2]1.[CH3:24][O:25][C:26]([C:28]1([NH2:40])[CH2:32][CH2:31][N:30]([C:33]([O:35][C:36]([CH3:39])([CH3:38])[CH3:37])=[O:34])[CH2:29]1)=[O:27].C(Cl)CCl.C1C=CC2N(O)N=NC=2C=1.CCN(C(C)C)C(C)C>CN(C=O)C>[CH3:24][O:25][C:26]([C:28]1([NH:40][C:13]([C:12]2[C:6]3[C:7](=[N:8][CH:9]=[C:4]([CH:1]4[CH2:2][CH2:3]4)[N:5]=3)[N:10]([CH2:16][O:17][CH2:18][CH2:19][Si:20]([CH3:23])([CH3:22])[CH3:21])[CH:11]=2)=[O:14])[CH2:32][CH2:31][N:30]([C:33]([O:35][C:36]([CH3:37])([CH3:39])[CH3:38])=[O:34])[CH2:29]1)=[O:27]. Procedure: In a round-bottomed flask were combined 2-cyclopropyl-5-(2-trimethylsilanyl-ethoxymethyl)-5H-pyrrolo[2,3-b]pyrazine-7-carboxylic acid (180 mg, 0.54 mmol), 3-amino-pyrrolidine-1,3-dicarboxylic acid 1-tert-butyl ester 3-methyl ester (214 mg, 0.87 mmol), EDC (114 mg, 0.59 mmol), and HOBt (80 mg, 0.59 mmol). Then added DMF (2.4 mL) followed by i-Pr2NEt (0.14 mL, 0.80 mmol). The reaction mixture was stirred at room temperature overnight then quenched with H2O and extracted with Et2O (2×). The combine... Starting materials: NCC(=O)[C@H]1[C@@](O[C@@H]([C@H]([C@@H]1O)O)CO)(N(C(CCCCCCCCCCCCCCCCC)=O)CCCCCCCCCCCCCCCCCC)N (N-(2-glycyl-amino-2-deoxy-β-D-glucopyranosyl)-N-octadecyl-octadecanamide), C(=O)(OCC1=CC=CC=C1)NCC(=O)O (N-carbobenzoxy-glycine). The product is C(=O)(OCC1=CC=CC=C1)NCC(=O)NCC(=O)[C@H]1[C@@](O[C@@H]([C@H]([C@@H]1O)O)CO)(N(C(CCCCCCCCCCCCCCCCC)=O)CCCCCCCCCCCCCCCCCC)N (N-[2-(N-Carbobenzoxy-glycyl-glycyl)-amino-2-deoxy-β-D-glucopyranosyl]-N-octadecyl-octadecanamide). Reaction SMILES: [NH2:1][CH2:2][C:3]([C@@H:5]1[C@@H:10]([OH:11])[C@H:9]([OH:12])[C@@H:8]([CH2:13][OH:14])[O:7][C@@:6]1([NH2:53])[N:15]([CH2:35][CH2:36][CH2:37][CH2:38][CH2:39][CH2:40][CH2:41][CH2:42][CH2:43][CH2:44][CH2:45][CH2:46][CH2:47][CH2:48][CH2:49][CH2:50][CH2:51][CH3:52])[C:16](=[O:34])[CH2:17][CH2:18][CH2:19][CH2:20][CH2:21][CH2:22][CH2:23][CH2:24][CH2:25][CH2:26][CH2:27][CH2:28][CH2:29][CH2:30][CH2:31][CH2:32][CH3:33])=[O:4].[C:54]([NH:64][CH2:65][C:66](O)=[O:67])([O:56][CH2:57][C:58]1[CH:63]=[CH:62][CH:61]=[CH:60][CH:59]=1)=[O:55]>>[C:54]([NH:64][CH2:65][C:66]([NH:1][CH2:2][C:3]([C@@H:5]1[C@@H:10]([OH:11])[C@H:9]([OH:12])[C@@H:8]([CH2:13][OH:14])[O:7][C@@:6]1([NH2:53])[N:15]([CH2:35][CH2:36][CH2:37][CH2:38][CH2:39][CH2:40][CH2:41][CH2:42][CH2:43][CH2:44][CH2:45][CH2:46][CH2:47][CH2:48][CH2:49][CH2:50][CH2:51][CH3:52])[C:16](=[O:34])[CH2:17][CH2:18][CH2:19][CH2:20][CH2:21][CH2:22][CH2:23][CH2:24][CH2:25][CH2:26][CH2:27][CH2:28][CH2:29][CH2:30][CH2:31][CH2:32][CH3:33])=[O:4])=[O:67])([O:56][CH2:57][C:58]1[CH:63]=[CH:62][CH:61]=[CH:60][CH:59]=1)=[O:55]. Procedure details: from N-(2-glycyl-amino-2-deoxy-β-D-glucopyranosyl)-N-octadecyl-octadecanamide and N-carbobenzoxy-glycine. The reactants are ClC1=CC=C(C=C1)S(=O)(=O)N(C(C(=O)O)=C)C (2-[(4-chlorophenyl)sulfonyl-methyl-amino]prop-2-enoic acid), CCOC(=O)OC(=O)OCC (DEPC), N1(CCCC1)C1=NC(=CC(=C1)CN)C1=CC=C(C=C1)C(F)(F)F ([2-pyrrolidin-1-yl-6-[4-(trifluoromethyl)phenyl]-4-pyridyl]methanamine). Run in C1CCOC1 (THF). The product is ClC1=CC=C(C=C1)S(=O)(=O)N(C(C(=O)NCC1=CC(=NC(=C1)C1=CC=C(C=C1)C(F)(F)F)N1CCCC1)=C)C (2-[(4-chlorophenyl)sulfonyl-methyl-amino]-N-[[2-pyrrolidin-1-yl-6-[4-(trifluoromethyl)phenyl]-4-pyridyl]methyl]prop-2-enamide). Isolated yield 21.4%. As a reaction SMILES: [Cl:1][C:2]1[CH:7]=[CH:6][C:5]([S:8]([N:11]([CH3:17])[C:12](=[CH2:16])[C:13]([OH:15])=O)(=[O:10])=[O:9])=[CH:4][CH:3]=1.CCOC(OC(OCC)=O)=O.[N:29]1([C:34]2[CH:39]=[C:38]([CH2:40][NH2:41])[CH:37]=[C:36]([C:42]3[CH:47]=[CH:46][C:45]([C:48]([F:51])([F:50])[F:49])=[CH:44][CH:43]=3)[N:35]=2)[CH2:33][CH2:32][CH2:31][CH2:30]1>C1COCC1>[Cl:1][C:2]1[CH:3]=[CH:4][C:5]([S:8]([N:11]([CH3:17])[C:12](=[CH2:16])[C:13]([NH:41][CH2:40][C:38]2[CH:37]=[C:36]([C:42]3[CH:43]=[CH:44][C:45]([C:48]([F:51])([F:49])[F:50])=[CH:46][CH:47]=3)[N:35]=[C:34]([N:29]3[CH2:30][CH2:31][CH2:32][CH2:33]3)[CH:39]=2)=[O:15])(=[O:9])=[O:10])=[CH:6][CH:7]=1. Procedure details: A solution of acid 4C (0.40 g, 1.45 mmol) in THF (20 mL) was added with DEPC (0.28 mL, 1.3 mol eq) and the mixture was stirred at room temperature several minutes. Then [2-pyrrolidin-1-yl-6-[4-(trifluoromethyl)phenyl]-4-pyridyl]methanamine 27A (0.51 g, 1.1 mol eq) and a catalytic amount of TEA were added, then the reaction mixture was stirred at room temperature overnight. The solvent was removed under reduced pressure, water was added to the residue that is extracted with EtOAc (3×25 mL) and wa... The reactants are O.NN (hydrazine hydrate), ClC1=C(C=C(C(=O)OC)C=C1)[N+](=O)[O-] (methyl 4-chloro-3-nitrobenzoate). Solvent: C(C)O (ethanol). Conditions: time 45 minute. Yields the product COC(=O)C1=CC(=C(C=C1)NN)[N+](=O)[O-] (4-methoxycarbonyl-2-nitrophenylhydrazine). The yield is 85.0%. Reaction SMILES: O.[NH2:2][NH2:3].Cl[C:5]1[CH:14]=[CH:13][C:8]([C:9]([O:11][CH3:12])=[O:10])=[CH:7][C:6]=1[N+:15]([O-:17])=[O:16]>C(O)C>[CH3:12][O:11][C:9]([C:8]1[CH:13]=[CH:14][C:5]([NH:2][NH2:3])=[C:6]([N+:15]([O-:17])=[O:16])[CH:7]=1)=[O:10] |f:0.1|. Procedure: 80 ml of hydrazine hydrate were poured into the suspension of 172.5 g of methyl 4-chloro-3-nitrobenzoate in 1600 ml of abs. ethanol under stirring, then the reaction mixture was refluxed while stirring for 45 minutes. The starting material dissolved and the product started to precipitate. After cooling down, the product was filtered by suction, washed with abs. ethanol and water successively until it became free from chloride ion. Thus, 4-methoxycarbonyl-2-nitrophenylhydrazine (143.6 g, 85%) was... Starting materials: CONC(=O)C1=CC=CC=C1N, C1=C(C(=CN=C1Cl)Cl)I. Reagents/catalysts: C(=O)([O-])[O-].[Cs+].[Cs+], CC1(C2=C(C(=CC=C2)P(C3=CC=CC=C3)C4=CC=CC=C4)OC5=C1C=CC=C5P(C6=CC=CC=C6)C7=CC=CC=C7)C, CC(=O)O.CC(=O)O.[Pd]. The solvent is C1COCCO1. Reaction conditions: temperature 100 celsius. Yields the product CONC(=O)C1=CC=CC=C1NC2=CC(=NC=C2Cl)Cl. Yield: 39.1%. Reported procedure: 2,5-dichloro-4-iodopyridine (75 g, 273.84 mmol), 2-amino-N-methoxybenzamide (47.8 g, 287.53 mmol), cesium carbonate (107 g, 328.60 mmol) and (9,9-dimethyl-9H-xanthene-4,5-diyl)bis(diphenylphosphine) (11.88 g, 20.54 mmol) were suspended in 1,4-dioxane (913 ml). Nitrogen was bubbled through the mixture for 20 minutes then diacetoxypalladium (3.07 g, 13.69 mmol) was added. Reaction was heated to reflux overnight under nitrogen.  Reaction was allowed to cool to ~50°C and filtered. Filtered cake was ... Reactants: CCOC(=O)C.CCCCCCC (EtOAc heptane), BrC1=C(C=C(C=C1)[C@H](C)NC(OC(C)(C)C)=O)F ((S)-tert-butyl 1-(4-bromo-3-fluorophenyl)ethylcarbamate), CN(C)C=O (DMF), [Li]CCCC (BuLi). Run in C1CCOC1 (THF). Conditions: temperature -78 celsius, time 1 hour. Yields the product FC=1C=C(C=CC1C=O)[C@H](C)NC(OC(C)(C)C)=O ((S)-tert-butyl 1-(3-fluoro-4-formylphenyl)ethylcarbamate). The yield is 26.2%. Reaction SMILES: Br[C:2]1[CH:7]=[CH:6][C:5]([C@@H:8]([NH:10][C:11](=[O:17])[O:12][C:13]([CH3:16])([CH3:15])[CH3:14])[CH3:9])=[CH:4][C:3]=1[F:18].[Li]CCCC.CN([CH:27]=[O:28])C.CCOC(C)=O.CCCCCCC>C1COCC1>[F:18][C:3]1[CH:4]=[C:5]([C@@H:8]([NH:10][C:11](=[O:17])[O:12][C:13]([CH3:16])([CH3:15])[CH3:14])[CH3:9])[CH:6]=[CH:7][C:2]=1[CH:27]=[O:28] |f:3.4|. Procedure: A solution of (S)-tert-butyl 1-(4-bromo-3-fluorophenyl)ethylcarbamate (318 mg, 1 mmol) in dry THF (5 mL) was cooled to −78° C. BuLi (2.5 M, 840 μL, 2.1 mmol) was added dropwise and the resulting solution was stirred at −78° C. for 1 h. Then DMF (232 μL, 3.00 mmol) was added in one portion. The reaction was stirred for another 30 min at −78° C. then quenched with sat. NH4Cl solution. The reaction was stirred at room temperature for another 30 min then diluted with EtOAc, washed with water and bri...